Dataset: the Open Reaction Database (ORD), a public repository of structured organic reaction records. Task: describe an organic reaction: reactants, conditions, products, and yield The reactants are COC(=O)CC#N, CO, COC(=O)C(Br)C(C)(C)Br, O. The product is COC(=O)C1C(C)(C)C1(C#N)C(=O)OC. As a reaction SMILES: [CH3:11][O:12][C:13]([CH2:14][C:15]#[N:16])=[O:17].[CH3:19][OH:20].[CH3:1][O:2][C:3]([CH:4]([C:5]([CH3:6])([CH3:7])[Br:9])[Br:8])=[O:10].[OH2:18]>>[CH3:1][O:2][C:3]([CH:4]1[C:5]([CH3:6])([CH3:7])[C:14]1([C:13]([O:12][CH3:11])=[O:17])[C:15]#[N:16])=[O:10]. The reactants are Cc1ccc2n(C3CCCCO3)ncc2c1B4OC(C)(C)C(C)(C)O4, ClC1=CC=C2N=CC=CC2=C1. Reagents/catalysts: [OH-].[Na+], CC(C)(C)c1ccc(cc1)c2ccc(cc2)C(C)(C)C, CC(C)(C)P(C(C)(C)C)C(C)(C)C, CC(=O)[O-].CC(=O)[O-].[Pd+2]. Run in O, CN(C)C=O, CCC1=CC(CC)=CC=C1, CC#N, O, Cc1ccccc1, CCc1cc(CC)cc(CC)c1. Conditions: temperature 100 celsius, pressure 100 bar, time 1 minute. Yields the product CC(C=C1)=C(C2=CC=C(N=CC=C3)C3=C2)C4=C1N(C5OCCCC5)N=C4. The yield is 1.2%. Starting materials: C(C)(C)(C)OC(=O)N1CCC(CC1)NC1=NC2=CC(=C(C=C2C(=N1)N1CCCCC1)OC)OC (4-(6,7-dimethoxy-4-piperidin-1-yl-quinazolin-2-ylamino)-piperidine-1-carboxylic acid tert-butyl ester), Cl (HCl). Run in C(C)O (ethanol), O1CCOCC1 (dioxane). Product: Cl.Cl.COC=1C=C2C(=NC(=NC2=CC1OC)NC1CCNCC1)N1CCCCC1 ((6,7-Dimethoxy-4-piperidin-1-yl-quinazolin-2-yl)-piperidin-4-yl-amine dihydrochloride). As a reaction SMILES: C(OC([N:8]1[CH2:13][CH2:12][CH:11]([NH:14][C:15]2[N:24]=[C:23]([N:25]3[CH2:30][CH2:29][CH2:28][CH2:27][CH2:26]3)[C:22]3[C:17](=[CH:18][C:19]([O:33][CH3:34])=[C:20]([O:31][CH3:32])[CH:21]=3)[N:16]=2)[CH2:10][CH2:9]1)=O)(C)(C)C.[ClH:35]>C(O)C.O1CCOCC1>[ClH:35].[ClH:35].[CH3:32][O:31][C:20]1[CH:21]=[C:22]2[C:17](=[CH:18][C:19]=1[O:33][CH3:34])[N:16]=[C:15]([NH:14][CH:11]1[CH2:10][CH2:9][NH:8][CH2:13][CH2:12]1)[N:24]=[C:23]2[N:25]1[CH2:30][CH2:29][CH2:28][CH2:27][CH2:26]1 |f:4.5.6|. Reported procedure: A solution of 4-(6,7-dimethoxy-4-piperidin-1-yl-quinazolin-2-ylamino)-piperidine-1-carboxylic acid tert-butyl ester (1.90 g, 4.03 mmol) in ethanol (10 mL) and 4 M HCl in dioxane (40 mL) was stirred at rt for 2 h. The solvent was removed under reduced pressure and the crude product used in the consecutive step without further purification assuming quantitative deprotection and formation of the dihydrochloride salt. MS (ISP): 372.1 [M+H]+. Run at temperature 90 celsius. RXN SMILES: [OH:1][C:2]1[CH:7]=[CH:6][C:5]([C:8]2[CH:9]=[C:10]3[C:15](=[CH:16][CH:17]=2)[N:14]=[C:13]([C:18]([O:20][CH3:21])=[O:19])[CH:12]=[CH:11]3)=[CH:4][CH:3]=1.[Cl:22][C:23]1[CH:28]=[CH:27][CH:26]=[C:25]([Cl:29])[C:24]=1[C:30]1[C:34]([CH2:35][CH2:36][CH2:37]O)=[C:33]([CH:39]([CH3:41])[CH3:40])[O:32][N:31]=1.C1(P(C2C=CC=CC=2)C2C=CC=CC=2)C=CC=CC=1.N(C(OC(C)C)=O)=NC(OC(C)C)=O>ClCCl>[Cl:29][C:25]1[CH:26]=[CH:27][CH:28]=[C:23]([Cl:22])[C:24]=1[C:30]1[C:34]([CH2:35][CH2:36][CH2:37][O:1][C:2]2[CH:7]=[CH:6][C:5]([C:8]3[CH:9]=[C:10]4[C:15](=[CH:16][CH:17]=3)[N:14]=[C:13]([C:18]([O:20][CH3:21])=[O:19])[CH:12]=[CH:11]4)=[CH:4][CH:3]=2)=[C:33]([CH:39]([CH3:40])[CH3:41])[O:32][N:31]=1. Starting materials: OC1=CC=C(C=C1)C=1C=C2C=CC(=NC2=CC1)C(=O)OC (methyl 6-(4-hydroxyphenyl)-2-quinolinecarboxylate), ClC1=C(C(=CC=C1)Cl)C1=NOC(=C1CCCO)C(C)C (3-[3-(2,6-dichlorophenyl)-5-(1-methylethyl)-4-isoxazolyl]-1-propanol), C1(=CC=CC=C1)P(C1=CC=CC=C1)C1=CC=CC=C1 (triphenylphosphine), N(=NC(=O)OC(C)C)C(=O)OC(C)C (diisopropyl azodicarboxylate). Procedure details: To a solution of methyl 6-(4-hydroxyphenyl)-2-quinolinecarboxylate (31 mg, 0.11 mmol), 3-[3-(2,6-dichlorophenyl)-5-(1-methylethyl)-4-isoxazolyl]-1-propanol (35 mg, 0.11 mmol) and triphenylphosphine (29 mg, 0.11 mmol) in dichloromethane (1 mL) was added diisopropyl azodicarboxylate (0.020 mL, 0.11 mmol). The solution was heated in a microwave reactor at 90° C. for 10 minutes and was then adsorbed onto silica gel and purified by chromatography (silica gel, 0-35% ethyl acetate in hexanes gradient e... The yield is 22.1%. Product: ClC1=C(C(=CC=C1)Cl)C1=NOC(=C1CCCOC1=CC=C(C=C1)C=1C=C2C=CC(=NC2=CC1)C(=O)OC)C(C)C (methyl 6-[4-({3-[3-(2,6-dichlorophenyl)-5-(1-methylethyl)-4-isoxazolyl]propyl}oxy)phenyl]-2-quinolinecarboxylate). The solvent is ClCCl (dichloromethane). Reactants: COC(C1=C(C=C(C=C1F)O)F)=O (2,6-difluoro-4-hydroxy-benzoic acid methyl ester), Cl.ClCC=1N=CSC1 (4-(chloromethyl)thiazole hydrochloride), C[C@H]1N(CCC1)C[C@H]1NCCC1 (2-(R)-methyl-1-(2-(S)-pyrrolidinylmethyl)pyrrolidine). The product is FC1=C(C(=CC(=C1)OCC=1N=CSC1)F)C(=O)N1[C@@H](CCC1)CN1[C@@H](CCC1)C ([2,6-Difluoro-4-(thiazol-4-ylmethoxy)-phenyl]-[2-(S)-(2-(R)-methyl-pyrrolidin-1-ylmethyl)-pyrrolidin-1-yl]-methanone). RXN SMILES: CO[C:3](=[O:13])[C:4]1[C:9]([F:10])=[CH:8][C:7]([OH:11])=[CH:6][C:5]=1[F:12].Cl.Cl[CH2:16][C:17]1[N:18]=[CH:19][S:20][CH:21]=1.[CH3:22][C@@H:23]1[CH2:27][CH2:26][CH2:25][N:24]1[CH2:28][C@@H:29]1[CH2:33][CH2:32][CH2:31][NH:30]1>>[F:10][C:9]1[CH:8]=[C:7]([O:11][CH2:16][C:17]2[N:18]=[CH:19][S:20][CH:21]=2)[CH:6]=[C:5]([F:12])[C:4]=1[C:3]([N:30]1[CH2:31][CH2:32][CH2:33][C@H:29]1[CH2:28][N:24]1[CH2:25][CH2:26][CH2:27][C@H:23]1[CH3:22])=[O:13] |f:1.2|. Reported procedure: The title compound is prepared in a manner substantially analogous to Procedures D and E using 2,6-difluoro-4-hydroxy-benzoic acid methyl ester [CAS 194938-88-0], 4-(chloromethyl)thiazole hydrochloride [CAS 7709-58-2], and 2-(R)-methyl-1-(2-(S)-pyrrolidinylmethyl)pyrrolidine. MS (ES+) m/e 422.2 Reaction SMILES: [CH3:1][NH:2][C:3]([N:5]1[CH2:9][CH2:8][C:7]2([C:17]3[C:12](=[CH:13][CH:14]=[C:15]([CH2:18][CH2:19][CH2:20][C:21](OCC)=[O:22])[CH:16]=3)[N:11]([C:26](=[O:35])[NH:27][C:28]3[CH:33]=[N:32][C:31]([CH3:34])=[CH:30][N:29]=3)[CH2:10]2)[CH2:6]1)=[O:4].Cl.[NH:37]1[CH2:40][CH2:39][CH2:38]1>>[N:37]1([C:21](=[O:22])[CH2:20][CH2:19][CH2:18][C:15]2[CH:16]=[C:17]3[C:7]4([CH2:8][CH2:9][N:5]([C:3]([NH:2][CH3:1])=[O:4])[CH2:6]4)[CH2:10][N:11]([C:26]([NH:27][C:28]4[CH:33]=[N:32][C:31]([CH3:34])=[CH:30][N:29]=4)=[O:35])[C:12]3=[CH:13][CH:14]=2)[CH2:40][CH2:39][CH2:38]1 |f:1.2|. Procedure: The captioned compound was obtained in the form of a white solid by performing the same reactions and/or treatments as those in Examples 29 and 85, with the exceptions that the ethyl 4-(1′-(methylcarbamoyl)-1-((5-methylpyrazin-2-yl)carbamoyl)spiro[indoline-3,3′-pyrrolidin]-5-yl)butanoate obtained in Example 420 was used instead of 2-((2-(1′-acetyl-5-bromospiro[indoline-3,3′-pyrrolidin]-1-ylcarboxamido)thiazol-5-yl)thio)acetate, and that azetidine hydrochloride was used instead of dimethylamine h... The reactants are CNC(=O)N1CC2(CC1)CN(C1=CC=C(C=C12)CCCC(=O)OCC)C(NC1=NC=C(N=C1)C)=O (ethyl 4-(1′-(methylcarbamoyl)-1-((5-methylpyrazin-2-yl)carbamoyl)spiro[indoline-3,3′-pyrrolidin]-5-yl)butanoate), Cl.N1CCC1 (azetidine hydrochloride). Product: N1(CCC1)C(CCCC=1C=C2C(=CC1)N(CC21CN(CC1)C(=O)NC)C(=O)NC1=NC=C(N=C1)C)=O (5-(4-(azetidin-1-yl)-4-oxobutyl)-N1′-methyl-N1-(5-methylpyrazin-2-yl)spiro[indoline-3,3′-pyrrolidine]-1,1′-dicarboxamide).